Dataset: the Open Reaction Database (ORD), a public repository of structured organic reaction records. Task: describe an organic reaction: reactants, conditions, products, and yield Reactants: ClC=1C=C(C=CC1)[C@H]1C[C@@H](C(N([C@@H]1C1=CC=C(C=C1)Cl)[C@H](C(=O)OCC)CC)=O)CC(=O)O (2-((3R,5R,6S)-5-(3-chlorophenyl)-6-(4-chlorophenyl)-1-((S)-1-ethoxy-1-oxobutan-2-yl)-2-oxopiperidin-3-yl)acetic acid), S(O)(O)(=O)=O (sulfuric acid), CC(C)=C (isobutylene). Run in C(Cl)Cl (DCM). Reaction conditions: time 3 day. The product is C(C)(C)(C)OC(C[C@@H]1C(N([C@@H]([C@H](C1)C1=CC(=CC=C1)Cl)C1=CC=C(C=C1)Cl)[C@H](C(=O)OCC)CC)=O)=O ((S)-ethyl 2-((3R,5R,6S)-3-(2-tert-butoxy-2-oxoethyl)-5-(3-chlorophenyl)-6-(4-chlorophenyl)-2-oxopiperidin-1-yl)butanoate). As a reaction SMILES: [Cl:1][C:2]1[CH:3]=[C:4]([C@@H:8]2[C@@H:13]([C:14]3[CH:19]=[CH:18][C:17]([Cl:20])=[CH:16][CH:15]=3)[N:12]([C@@H:21]([CH2:27][CH3:28])[C:22]([O:24][CH2:25][CH3:26])=[O:23])[C:11](=[O:29])[C@@H:10]([CH2:30][C:31]([OH:33])=[O:32])[CH2:9]2)[CH:5]=[CH:6][CH:7]=1.S(=O)(=O)(O)O.[CH3:39][C:40](=[CH2:42])[CH3:41]>C(Cl)Cl>[C:40]([O:32][C:31](=[O:33])[CH2:30][C@H:10]1[CH2:9][C@H:8]([C:4]2[CH:5]=[CH:6][CH:7]=[C:2]([Cl:1])[CH:3]=2)[C@@H:13]([C:14]2[CH:15]=[CH:16][C:17]([Cl:20])=[CH:18][CH:19]=2)[N:12]([C@@H:21]([CH2:27][CH3:28])[C:22]([O:24][CH2:25][CH3:26])=[O:23])[C:11]1=[O:29])([CH3:42])([CH3:41])[CH3:39]. Procedure details: To a stirred solution of 1.14 g (2.3 mmol) of 2-((3R,5R,6S)-5-(3-chlorophenyl)-6-(4-chlorophenyl)-1-((S)-1-ethoxy-1-oxobutan-2-yl)-2-oxopiperidin-3-yl)acetic acid (Example 3) in DCM (21.0 mL) was added sulfuric acid (0.247 mL, 4.63 mmol) followed by isobutylene (4.42 mL, 46.3 mmol) at −78° C. The reaction vessel was sealed and the mixture was slowly warmed to rt and vigorously stirred for 3 days. After cooling to −78° C., the tube was opened and the reaction was quenched with aqueous saturated N...